Dataset: the Open Reaction Database (ORD), a public repository of structured organic reaction records. Task: describe an organic reaction: reactants, conditions, products, and yield The reactants are CCCCCCC (heptane), CNS(=O)(=O)CCC1=CC(=C(C=C1)NC(C)=O)C#C[Si](C)(C)C (N-[4-(2-methylsulfamoyl-ethyl)-2-trimethylsilanylethynyl-phenyl]-acetamide), O (water), CC(C)([O-])C.[K+] (Potassium tert-butoxide). The solvent is CN1C(CCC1)=O (N-methylpyrrolidone). Reaction conditions: temperature 82.5 celsius, time 30 minute. Yields the product CNS(=O)(=O)CCC=1C=C2C=CNC2=CC1 (2-(1H-indol-5-yl)-ethanesulfonic Acid Methylamide). RXN SMILES: [CH3:1][NH:2][S:3]([CH2:6][CH2:7][C:8]1[CH:13]=[CH:12][C:11]([NH:14]C(=O)C)=[C:10]([C:18]#[C:19][Si](C)(C)C)[CH:9]=1)(=[O:5])=[O:4].CC(C)([O-])C.[K+].O.CCCCCCC>CN1CCCC1=O>[CH3:1][NH:2][S:3]([CH2:6][CH2:7][C:8]1[CH:9]=[C:10]2[C:11](=[CH:12][CH:13]=1)[NH:14][CH:19]=[CH:18]2)(=[O:4])=[O:5] |f:1.2|. Procedure details: N-[4-(2-methylsulfamoyl-ethyl)-2-trimethylsilanylethynyl-phenyl]-acetamide (100 gm) was dissolved in N-methylpyrrolidone (900 ml) at 25° C. under inert atmosphere. Potassium tert-butoxide (49 g) was added and heated to 80-85° C. for 120-150 minutes. The reaction mass was cooled gradually to 25° C., water (3000 ml) was added and stirred for 30 minutes. The solution was extracted with ethyl acetate (2000 ml). The organic layer was dried over sodium sulfate and vacuum distilled to obtain a residue.... Starting materials: CC(=O)Nc1ccc(S(=O)(=O)NC(C#N)CC(=O)OC(C)(C)C)c(OCCc2cccc3ncccc23)c1, ClCCl, O=C(O)C(F)(F)F. Yields the product CC(=O)Nc1ccc(S(=O)(=O)NC(C#N)CC(=O)O)c(OCCc2cccc3ncccc23)c1. Reaction SMILES: [C:1]([CH3:2])([CH3:3])([CH3:4])[O:5][C:6]([CH2:7][CH:8]([C:9]#[N:10])[NH:11][S:12](=[O:13])(=[O:14])[c:15]1[c:16]([O:25][CH2:26][CH2:27][c:28]2[c:29]3[cH:30][cH:31][cH:32][n:33][c:34]3[cH:35][cH:36][cH:37]2)[cH:17][c:18]([NH:21][C:22]([CH3:23])=[O:24])[cH:19][cH:20]1)=[O:38].[Cl:46][CH2:47][Cl:48].[F:39][C:40]([F:41])([F:42])[C:43]([OH:44])=[O:45]>>[O:5]=[C:6]([CH2:7][CH:8]([C:9]#[N:10])[NH:11][S:12](=[O:13])(=[O:14])[c:15]1[c:16]([O:25][CH2:26][CH2:27][c:28]2[c:29]3[cH:30][cH:31][cH:32][n:33][c:34]3[cH:35][cH:36][cH:37]2)[cH:17][c:18]([NH:21][C:22]([CH3:23])=[O:24])[cH:19][cH:20]1)[OH:38].